From a dataset of the Open Reaction Database (ORD), a public repository of structured organic reaction records. describe an organic reaction: reactants, conditions, products, and yield Reactants: O=C(CC(=O)OCC)C1CCOCC1 (ethyl 3-oxo-3-(tetrahydro-2H-pyran-4-yl)propanoate), ClC1=C(C=CC=C1Cl)CC=1C(=NNC1N)N (4-[(2,3-dichlorophenyl)methyl]-1H-pyrazole-3,5-diamine), CCOCC.Cl (ether HCl). The solvent is C(C)(=O)O (Acetic Acid), CO (MeOH). Reaction conditions: time 180 minute. Yields the product Cl.NC1=NN2C(N=C(C=C2O)C2CCOCC2)=C1CC1=C(C(=CC=C1)Cl)Cl (2-amino-3-(2,3-dichlorobenzyl)-5-(tetrahydro-2H-pyran-4-yl)pyrazolo[1,5-a]pyrimidin-7-ol hydrochloride). Isolated yield 51.4%. As a reaction SMILES: O=[C:2]([CH:9]1[CH2:14][CH2:13][O:12][CH2:11][CH2:10]1)[CH2:3][C:4]([O:6]CC)=O.[Cl:15][C:16]1[C:21]([Cl:22])=[CH:20][CH:19]=[CH:18][C:17]=1[CH2:23][C:24]1[C:25]([NH2:30])=[N:26][NH:27][C:28]=1[NH2:29].CCOCC.Cl>C(O)(=O)C.CO>[ClH:15].[NH2:29][C:28]1[C:24]([CH2:23][C:17]2[CH:18]=[CH:19][CH:20]=[C:21]([Cl:22])[C:16]=2[Cl:15])=[C:25]2[N:30]=[C:2]([CH:9]3[CH2:10][CH2:11][O:12][CH2:13][CH2:14]3)[CH:3]=[C:4]([OH:6])[N:26]2[N:27]=1 |f:2.3,6.7|. Reported procedure: To a mixture of ethyl 3-oxo-3-(tetrahydro-2H-pyran-4-yl)propanoate (0.100 g, 0.498 mmol) and 4-[(2,3-dichlorophenyl)methyl]-1H-pyrazole-3,5-diamine (0.128 g, 0.498 mmol) was added in Acetic Acid (2 mL). The reaction vessel was subjected to MW irradiation at 100° C. for 40 min then 70° C. for 180 min. The mixture was concentrated. The residue was purified by reversed phase HPLC (25% CH3CN (0.1% TFA)/Water (0.1% TFA)) and then repurified (10˜50% CH3CN (0.1% TFA)/Water (0.1% TFA) to give the produc...